This data is from the Open Reaction Database (ORD), a public repository of structured organic reaction records. The task is: describe an organic reaction: reactants, conditions, products, and yield Reactants: CCCCCC (hexane), [N+](=O)([O-])C1=C(N)C=CC(=C1)OC (2-nitro-4-methoxyaniline), N1=CC=CC=C1 (pyridine), C12(CC3CC(CC(C1)C3)C2)C=2C=C(C(=O)Cl)C=CC2OC (3-(1-adamantyl)-4-methoxybenzoic acid chloride). Run in ClCCl (dichloromethane). The product is COC1=CC(=C(NC(C2=CC(=C(C=C2)OC)C23CC4CC(CC(C2)C4)C3)=O)C=C1)[N+](=O)[O-] (4-Methoxy-2-nitro-N-[3-(1-adamantyl)-4-methoxybenzoyl]aniline). The yield is 90.0%. RXN SMILES: [N+:1]([C:4]1[CH:10]=[C:9]([O:11][CH3:12])[CH:8]=[CH:7][C:5]=1[NH2:6])([O-:3])=[O:2].N1C=CC=CC=1.[C:19]12([C:29]3[CH:30]=[C:31]([CH:35]=[CH:36][C:37]=3[O:38][CH3:39])[C:32](Cl)=[O:33])[CH2:28][CH:23]3[CH2:24][CH:25]([CH2:27][CH:21]([CH2:22]3)[CH2:20]1)[CH2:26]2.CCCCCC>ClCCl>[CH3:12][O:11][C:9]1[CH:8]=[CH:7][C:5]([NH:6][C:32](=[O:33])[C:31]2[CH:35]=[CH:36][C:37]([O:38][CH3:39])=[C:29]([C:19]34[CH2:28][CH:23]5[CH2:22][CH:21]([CH2:27][CH:25]([CH2:24]5)[CH2:26]3)[CH2:20]4)[CH:30]=2)=[C:4]([N+:1]([O-:3])=[O:2])[CH:10]=1. Procedure: 5.38 g (32 mM) of 2-nitro-4-methoxyaniline and 50 ml of pyridine are introduced into a round-bottomed flask. 9.7 g (32 mM) of 3-(1-adamantyl)-4-methoxybenzoic acid chloride, dissolved in 100 ml of dichloromethane, are then added dropwise. At the end of addition, the mixture is brought to reflux for 12 hours. After having cooled, 100 ml of hexane are added and the precipitate obtained is recovered by filtration and washed with a mixture containing 10% ether and 90% hexane and then with water. Aft... Reactants: C=C(C)C(=O)OCCO, ClCCl, CC(Cl)OC(=O)Cl, c1ccncc1. Yields the product C=C(C)C(=O)OCCOC(=O)OC(C)Cl. RXN SMILES: [CH3:14][C:15](=[CH2:16])[C:17](=[O:18])[O:19][CH2:20][CH2:21][OH:22].[Cl:23][CH2:24][Cl:25].[Cl:7][C:8](=[O:9])[O:10][CH:11]([CH3:12])[Cl:13].[cH:1]1[cH:2][cH:3][n:4][cH:5][cH:6]1>>[C:8](=[O:9])([O:10][CH:11]([CH3:12])[Cl:13])[O:22][CH2:21][CH2:20][O:19][C:17]([C:15]([CH3:14])=[CH2:16])=[O:18]. Reactants: COC(=O)C(Cc1ccc(-c2ccnc(C)c2C)cc1)NC(=O)C1Cc2cc3c(cc2CN1C(=O)OC(C)(C)C)OC(c1cccc(O)c1)CO3, CO, OCC1CCCC1, ClCCl, CC(C)COC(=O)N=NC(=O)OCC(C)C, c1ccc(P(c2ccccc2)c2ccccc2)cc1. Product: COC(=O)C(Cc1ccc(-c2ccnc(C)c2C)cc1)NC(=O)C1Cc2cc3c(cc2CN1C(=O)OC(C)(C)C)OC(c1cccc(OCC2CCCC2)c1)CO3. RXN SMILES: [C:1]([CH3:2])([CH3:3])([CH3:4])[O:5][C:6](=[O:7])[N:8]1[CH2:9][c:10]2[cH:11][c:12]3[c:13]([cH:14][c:15]2[CH2:16][CH:17]1[C:18]([NH:19][CH:20]([CH2:21][c:22]1[cH:23][cH:24][c:25](-[c:28]2[c:29]([CH3:35])[c:30]([CH3:34])[n:31][cH:32][cH:33]2)[cH:26][cH:27]1)[C:36](=[O:37])[O:38][CH3:39])=[O:40])[O:41][CH2:42][CH:43]([c:45]1[cH:46][c:47]([OH:51])[cH:48][cH:49][cH:50]1)[O:44]3.[CH3:97][OH:98].[CH:52]1([CH2:57][OH:58])[CH2:53][CH2:54][CH2:55][CH2:56]1.[Cl:94][CH2:95][Cl:96].[N:78]([C:79]([O:80][CH2:81][CH:82]([CH3:83])[CH3:84])=[O:85])=[N:86][C:87]([O:88][CH2:89][CH:90]([CH3:91])[CH3:92])=[O:93].[c:59]1([P:60]([c:61]2[cH:62][cH:63][cH:64][cH:65][cH:66]2)[c:67]2[cH:68][cH:69][cH:70][cH:71][cH:72]2)[cH:73][cH:74][cH:75][cH:76][cH:77]1>>[C:1]([CH3:2])([CH3:3])([CH3:4])[O:5][C:6](=[O:7])[N:8]1[CH2:9][c:10]2[cH:11][c:12]3[c:13]([cH:14][c:15]2[CH2:16][CH:17]1[C:18]([NH:19][CH:20]([CH2:21][c:22]1[cH:23][cH:24][c:25](-[c:28]2[c:29]([CH3:35])[c:30]([CH3:34])[n:31][cH:32][cH:33]2)[cH:26][cH:27]1)[C:36](=[O:37])[O:38][CH3:39])=[O:40])[O:41][CH2:42][CH:43]([c:45]1[cH:46][c:47]([O:51][CH2:57][CH:52]2[CH2:53][CH2:54][CH2:55][CH2:56]2)[cH:48][cH:49][cH:50]1)[O:44]3. The reactants are C(C)OC(=O)C=P(C1=CC=CC=C1)(C1=CC=CC=C1)C1=CC=CC=C1 ((ethoxycarbonylmethylene)triphenylphosphorane), ClC1=C(C=C(C=C1)N1C(C=2CCCCC2C1=O)=O)C1SCC(S1)C (2-[4-chloro-3-(4-methyl-1,3-dithiolan-2-yl)phenyl]-4,5,6,7-tetrahydro-2H-isoindol-1,3-dione), C1(=CC=CC=C1)C (toluene), C(C)OC(=O)C=P(C1=CC=CC=C1)(C1=CC=CC=C1)C1=CC=CC=C1 ((ethoxycarbonylmethylene)triphenylphosphorane). Conditions: temperature 25 celsius. Yields the product ClC1=C(C=C(C=C1)N1C(C=2CCCCC2C1=CCC(=O)OCC)=O)C1SCC(S1)C (2-[4-Chloro-3-(4-methyl-1,3-dithiolan-2-yl)phenyl]-3-(ethoxycarbonylethylidene)-4,5,6,7-tetrahydro-2H-isoindol -1-one). Reaction SMILES: [CH2:1]([O:3][C:4]([CH:6]=P(C1C=CC=CC=1)(C1C=CC=CC=1)C1C=CC=CC=1)=[O:5])[CH3:2].[Cl:26][C:27]1[CH:32]=[CH:31][C:30]([N:33]2[C:41](=O)[C:40]3[CH2:39][CH2:38][CH2:37][CH2:36][C:35]=3[C:34]2=[O:43])=[CH:29][C:28]=1[CH:44]1[S:48][CH:47]([CH3:49])[CH2:46][S:45]1.[C:50]1(C)C=CC=CC=1>>[Cl:26][C:27]1[CH:32]=[CH:31][C:30]([N:33]2[C:41](=[CH:50][CH2:6][C:4]([O:3][CH2:1][CH3:2])=[O:5])[C:40]3[CH2:39][CH2:38][CH2:37][CH2:36][C:35]=3[C:34]2=[O:43])=[CH:29][C:28]=1[CH:44]1[S:48][CH:47]([CH3:49])[CH2:46][S:45]1. Procedure: 1.75 g of (ethoxycarbonylmethylene)triphenylphosphorane were added to a solution of 1.90 g of 2-[4-chloro-3-(4-methyl-1,3-dithiolan-2-yl)phenyl]-4,5,6,7-tetrahydro-2H-isoindol-1,3-dione in 50 ml of toluene. The solution obtained was then refluxed for 5 hours, after which a further 5.25 g of (ethoxycarbonylmethylene)triphenylphosphorane were added in two portions. The reaction mixture was refluxed for a total of 6 hours and then cooled to about 25° C. After separating off solid components and sol... The reactants are COCCN(C=1C=CC=C2C=C(NC12)C(=O)OCC)S(=O)(=O)C=1SC=CC1 (ethyl 7-[(2-methoxyethyl)(2-thienylsulfonyl)amino]-1H-indole-2-carboxylate), [OH-].[Na+] (sodium hydroxide), O1CCCC1 (tetrahydrofuran). The solvent is CO (methanol). Run at temperature 50 celsius, time 1 hour. Yields the product COCCN(C=1C=CC=C2C=C(NC12)C(=O)O)S(=O)(=O)C=1SC=CC1 (7-[(2-Methoxyethyl) (2-thienylsulfonyl)amino]-1H-indole-2-carboxylic acid). Yield: 91.5%. As a reaction SMILES: [CH3:1][O:2][CH2:3][CH2:4][N:5]([S:20]([C:23]1[S:24][CH:25]=[CH:26][CH:27]=1)(=[O:22])=[O:21])[C:6]1[CH:7]=[CH:8][CH:9]=[C:10]2[C:14]=1[NH:13][C:12]([C:15]([O:17]CC)=[O:16])=[CH:11]2.[OH-].[Na+].O1CCCC1>CO>[CH3:1][O:2][CH2:3][CH2:4][N:5]([S:20]([C:23]1[S:24][CH:25]=[CH:26][CH:27]=1)(=[O:21])=[O:22])[C:6]1[CH:7]=[CH:8][CH:9]=[C:10]2[C:14]=1[NH:13][C:12]([C:15]([OH:17])=[O:16])=[CH:11]2 |f:1.2|. Procedure details: A mixture of ethyl 7-[(2-methoxyethyl)(2-thienylsulfonyl)amino]-1H-indole-2-carboxylate (0.54 g), 2N aqueous sodium hydroxide solution (2.2 mL), tetrahydrofuran (4 mL) and methanol (4 mL) was stirred at 50° C. for 1 hr. The reaction mixture was concentrated, and water was added to the residue. The mixture was acidified with 10% aqueous citric acid solution, and the resulting crystals were filtrated, washed with water, and dried to give the title compound (0.46 g, yield 92%) as colorless crystals... Starting materials: CC(C)(C)OC(=O)NC(C(=O)O)C(C)(C)C, CNOC, ClCCl, Cl. Yields the product CON(C)C(=O)C(NC(=O)OC(C)(C)C)C(C)(C)C. As a reaction SMILES: [C:1]([CH3:2])([CH3:3])([CH3:4])[O:5][C:6](=[O:7])[NH:8][CH:9]([C:10](=[O:11])[OH:12])[C:13]([CH3:14])([CH3:15])[CH3:16].[CH3:18][O:19][NH:20][CH3:21].[Cl:22][CH2:23][Cl:24].[ClH:17]>>[C:1]([CH3:2])([CH3:3])([CH3:4])[O:5][C:6](=[O:7])[NH:8][CH:9]([C:10](=[O:12])[N:20]([O:19][CH3:18])[CH3:21])[C:13]([CH3:14])([CH3:15])[CH3:16]. Starting materials: CN1C=C(C2=CC=CC=C12)C=O (1-Methylindole-3-carboxaldehyde), COC=1C=C(CC#N)C=CC1OC (3,4-dimethoxybenzyl cyanide). Yields the product COC=1C=C(C=CC1OC)/C(/C#N)=C/C1=CN(C2=CC=CC=C12)C ((Z)-2-(3,4-dimethoxy-phenyl)-3-(1-methyl-1H-indol-3-yl)-acrylonitrile). Yield: 73.0%. Reaction SMILES: [CH3:1][N:2]1[C:10]2[C:5](=[CH:6][CH:7]=[CH:8][CH:9]=2)[C:4]([CH:11]=O)=[CH:3]1.[CH3:13][O:14][C:15]1[CH:16]=[C:17]([CH:21]=[CH:22][C:23]=1[O:24][CH3:25])[CH2:18][C:19]#[N:20]>>[CH3:13][O:14][C:15]1[CH:16]=[C:17](/[C:18](=[CH:11]/[C:4]2[C:5]3[C:10](=[CH:9][CH:8]=[CH:7][CH:6]=3)[N:2]([CH3:1])[CH:3]=2)/[C:19]#[N:20])[CH:21]=[CH:22][C:23]=1[O:24][CH3:25]. Procedure: 1-Methylindole-3-carboxaldehyde (200 mg) was condensed with 3,4-dimethoxybenzyl cyanide (223 mg) through Method A (production step 2), to thereby yield the target product (yield: 292 mg, 73%).